Dataset: the Open Reaction Database (ORD), a public repository of structured organic reaction records. Task: describe an organic reaction: reactants, conditions, products, and yield Starting materials: C(C1=CC=CC=C1)OC=1C(=CC2=CC=CC=C2C1)C(=O)N[C@@H](CC(N)=O)C(=O)N[C@H]([C@@H](CN1[C@@H](CCCC1)C(=O)NC(C)(C)C)O)CC1=CC=CC=C1 (1-[3(S)-[[N-(3-benzyloxy-2-naphthoyl)-L-asparaginyl]amino]-2(R)-hydroxy-4-phenylbutyl]-N-tert.butyl-2(S)-piperidinecarboxamide). Solvent: C(C)O (ethanol). As a reaction SMILES: C([O:8][C:9]1[C:10]([C:19]([NH:21][C@H:22]([C:27]([NH:29][C@@H:30]([CH2:47][C:48]2[CH:53]=[CH:52][CH:51]=[CH:50][CH:49]=2)[C@H:31]([OH:46])[CH2:32][N:33]2[CH2:38][CH2:37][CH2:36][CH2:35][C@H:34]2[C:39]([NH:41][C:42]([CH3:45])([CH3:44])[CH3:43])=[O:40])=[O:28])[CH2:23][C:24](=[O:26])[NH2:25])=[O:20])=[CH:11][C:12]2[C:17]([CH:18]=1)=[CH:16][CH:15]=[CH:14][CH:13]=2)C1C=CC=CC=1>C(O)C.[Pd]>[C:42]([NH:41][C:39]([C@@H:34]1[CH2:35][CH2:36][CH2:37][CH2:38][N:33]1[CH2:32][C@@H:31]([OH:46])[C@@H:30]([NH:29][C:27](=[O:28])[C@H:22]([CH2:23][C:24](=[O:26])[NH2:25])[NH:21][C:19]([C:10]1[C:9]([OH:8])=[CH:18][C:17]2[C:12](=[CH:13][CH:14]=[CH:15][CH:16]=2)[CH:11]=1)=[O:20])[CH2:47][C:48]1[CH:49]=[CH:50][CH:51]=[CH:52][CH:53]=1)=[O:40])([CH3:45])([CH3:43])[CH3:44]. Reagents/catalysts: [Pd] (palladium-on-carbon). The yield is 69.4%. The product is C(C)(C)(C)NC(=O)[C@H]1N(CCCC1)C[C@H]([C@H](CC1=CC=CC=C1)NC([C@@H](NC(=O)C1=CC2=CC=CC=C2C=C1O)CC(N)=O)=O)O (N-tert.butyl-1-[3(S)-[[N-(3-hydroxy-2-naphthoyl)-L-asparaginyl]amino]-2(R)-hydroxy-4-phenylbutyl]-2(S)-piperidinecarboxamide). Procedure: A solution of 181 mg of 1-[3(S)-[[N-(3-benzyloxy-2-naphthoyl)-L-asparaginyl]amino]-2(R)-hydroxy-4-phenylbutyl]-N-tert.butyl-2(S)-piperidinecarboxamide in 5 ml of ethanol was hydrogenated over 10% palladium-on-carbon at 20° C. and under atmospheric pressure for 16 hours. The catalyst was removed by filtration and the filtrate was evaporated. After trituration with diethyl ether there were obtained 110 mg of N-tert.butyl-1-[3(S)-[[N-(3-hydroxy-2-naphthoyl)-L-asparaginyl]amino]-2(R)-hydroxy-4-pheny... Reactants: ClC1=C(N)C=CC(=C1)Cl (2,4-dichloroaniline), [H-].[Na+] (sodium hydride), ClC1=C(C=NC2=CC3=C(C=C12)C=CC(=C3)OC)C#N (4-chloro-8-methoxybenzo[g]quinoline-3-carbonitrile). Solvent: CN(C)C=O (DMF). Conditions: time 0.5 hour. Yields the product ClC1=C(NC2=C(C=NC3=CC4=C(C=C23)C=CC(=C4)OC)C#N)C=CC(=C1)Cl (4-(2,4-dichloroanilino)-8-methoxybenzo[g]quinoline-3-carbonitrile). Yield: 82.1%. RXN SMILES: [Cl:1][C:2]1[CH:8]=[C:7]([Cl:9])[CH:6]=[CH:5][C:3]=1[NH2:4].[H-].[Na+].Cl[C:13]1[C:22]2[C:17](=[CH:18][C:19]3[CH:26]=[C:25]([O:27][CH3:28])[CH:24]=[CH:23][C:20]=3[CH:21]=2)[N:16]=[CH:15][C:14]=1[C:29]#[N:30]>CN(C=O)C>[Cl:1][C:2]1[CH:8]=[C:7]([Cl:9])[CH:6]=[CH:5][C:3]=1[NH:4][C:13]1[C:22]2[C:17](=[CH:18][C:19]3[CH:26]=[C:25]([O:27][CH3:28])[CH:24]=[CH:23][C:20]=3[CH:21]=2)[N:16]=[CH:15][C:14]=1[C:29]#[N:30] |f:1.2|. Procedure: According to the procedure of Example 14, a reaction mixture of 487.7 mg (3.01 mmol) of 2,4-dichloroaniline and 120.6 mg (3.01 mmol) of sodium hydride in 15 mL of anhydrous DMF is stirred at room temperature for 0.5 hour. To the mixture is added 367.0 mg (1.37 mmol) of 4-chloro-8-methoxybenzo[g]quinoline-3-carbonitrile. The resulting mixture is heated at 55° C. for 0.5 hour. After work up, 443.3 mg (82.1%) of 4-(2,4-dichloroanilino)-8-methoxybenzo[g]quinoline-3-carbonitrile is obtained as a yell... Reactants: COC(C1=C(C(=CC(=C1)C)C)N(CC1=CC(=CC=C1)OC)S(=O)(=O)C1=CC=C(C=C1)OC)=O (2-[(4-Methoxy-benzenesulfonyl)-(3-methoxy-benzyl)-amino]-3,5-dimethyl-benzoic acid methyl ester), [OH-].[Na+] (NaOH). Run in CO (methanol), C1CCOC1 (THF). The product is COC1=CC=C(C=C1)S(=O)(=O)N(C1=C(C(=O)O)C=C(C=C1C)C)CC1=CC(=CC=C1)OC (2-[(4-Methoxy-benzenesulfonyl)-(3-methoxy-benzyl)-amino]-3,5-dimethyl-benzoic acid). The yield is 70.4%. Reaction SMILES: C[O:2][C:3](=[O:33])[C:4]1[CH:9]=[C:8]([CH3:10])[CH:7]=[C:6]([CH3:11])[C:5]=1[N:12]([S:22]([C:25]1[CH:30]=[CH:29][C:28]([O:31][CH3:32])=[CH:27][CH:26]=1)(=[O:24])=[O:23])[CH2:13][C:14]1[CH:19]=[CH:18][CH:17]=[C:16]([O:20][CH3:21])[CH:15]=1.[OH-].[Na+]>CO.C1COCC1>[CH3:32][O:31][C:28]1[CH:27]=[CH:26][C:25]([S:22]([N:12]([CH2:13][C:14]2[CH:19]=[CH:18][CH:17]=[C:16]([O:20][CH3:21])[CH:15]=2)[C:5]2[C:6]([CH3:11])=[CH:7][C:8]([CH3:10])=[CH:9][C:4]=2[C:3]([OH:33])=[O:2])(=[O:24])=[O:23])=[CH:30][CH:29]=1 |f:1.2|. Procedure: To a solution of 0.610 g (1.3 mmol) of the product of Example 103 in 6.5 mL methanol and 6.5 mL of THF was added 6.5 mL of 1N NaOH solution. The reaction mixture was refluxed for 18 hr and the organics were removed in vacuo. The resulting mixture was diluted with water, acidified with 3N HCl and extracted with EtOAc. The combined organics were washed with water and brine, dried over MgSO4, filtered and concentrated in vacuo. The resulting residue was triturated with ether and filtered to provide... Conditions: temperature 0 celsius. Starting materials: [H-].[Na+] (Sodium hydride), Cl.C1(=C(C=CC=C1)NC(=O)C1=CC=2CCC(C(C2C=C1)=O)CCN1CCC(CC1)C1=CC=CC=C1)C1=CC=CC=C1 (N-([1,1-Biphenyl]2-yl)-5,6,7,8-tetrahydro-5-oxo-6-[2-(4-phenyl-1-piperidinyl)ethyl]-2-naphthalenecarboxamide, Monohydrochloride), CN(C)C=O (DMF), CI (Methyl iodide), [H-].[Na+] (sodium hydride), CI (methyl iodide). The yield is 63.0%. Procedure: Sodium hydride (80% oil dispersion, 28 mg, 0.93 mmol) was added to a solution of 2 (0.19 g, 0.93 mmol) in DMF (2 mL) stirring at 0° C. Methyl iodide (0.13 g, 58 mL, 0.93 mmol) was added. After stirring at 0° C. for 2 hours and at ambient temperature for 30 minutes, additional sodium hydride (14 mg, 0.47 mmol) and methyl iodide (29 mL, 0.47 mmol) were added. After stirring an additional 3 hours, the reaction was quenched with 0.1N HCl and transferred to a separatory funnel with CH2Cl2. Extraction... Product: COC1C=2C=CC(=CC2CCC1)C(=O)OC (5,6,7,8-Tetrahydro-5-methoxy-2-naphthalene-carboxylic Acid, Methyl Ester). Reaction SMILES: [H-].[Na+].Cl.C1(C2C=CC=CC=2)C=CC=CC=1N[C:11]([C:13]1[CH:22]=[CH:21][C:20]2[C:19](=[O:23])[CH:18](CCN3CCC(C4C=CC=CC=4)CC3)[CH2:17][CH2:16][C:15]=2[CH:14]=1)=[O:12].[CH3:44]I.CN([CH:49]=[O:50])C>>[CH3:44][O:23][CH:19]1[CH2:18][CH2:17][CH2:16][C:15]2[CH:14]=[C:13]([C:11]([O:50][CH3:49])=[O:12])[CH:22]=[CH:21][C:20]1=2 |f:0.1,2.3|. Procedure details: A solution of 3-{4-chloro-2-[(4-chloro-2-methoxy-6-methylphenyl)amino]-1-methyl-1H-benzimidazol-7-yl}-2,4-dimethylpentan-3-ol (75 mg, 0.17 mmol) in trifluoroacetic acid (3 mL) was heated at 70° C. for 1 h. After cooling, the reaction mixture was concentrated in vacuo, neutralized with saturated sodium hydrogen carbonate, and extracted with ethyl acetate. The organic layer was dried over magnesium sulfate, filtered, and concentrated in vacuo. The residue was purified by preparative HPLC eluting w... Reactants: ClC1=CC=C(C=2N(C(=NC21)NC2=C(C=C(C=C2C)Cl)OC)C)C(C(C)C)(C(C)C)O (3-{4-chloro-2-[(4-chloro-2-methoxy-6-methylphenyl)amino]-1-methyl-1H-benzimidazol-7-yl}-2,4-dimethylpentan-3-ol). Run in FC(C(=O)O)(F)F (trifluoroacetic acid). The yield is 78.9%. RXN SMILES: [Cl:1][C:2]1[C:10]2[N:9]=[C:8]([NH:11][C:12]3[C:17]([CH3:18])=[CH:16][C:15]([Cl:19])=[CH:14][C:13]=3[O:20][CH3:21])[N:7]([CH3:22])[C:6]=2[C:5]([C:23](O)([CH:27]([CH3:29])[CH3:28])[CH:24]([CH3:26])[CH3:25])=[CH:4][CH:3]=1>FC(F)(F)C(O)=O>[Cl:1][C:2]1[C:10]2[N:9]=[C:8]([NH:11][C:12]3[C:17]([CH3:18])=[CH:16][C:15]([Cl:19])=[CH:14][C:13]=3[O:20][CH3:21])[N:7]([CH3:22])[C:6]=2[C:5]([C:23]([CH:27]([CH3:29])[CH3:28])=[C:24]([CH3:25])[CH3:26])=[CH:4][CH:3]=1. The product is ClC1=CC=C(C=2N(C(=NC21)NC2=C(C=C(C=C2C)Cl)OC)C)C(=C(C)C)C(C)C (4-Chloro-N-(4-chloro-2-methoxy-6-methylphenyl)-7-(1-isopropyl-2-methylprop-1-en-1-yl)-1-methyl-1H-benzimidazol-2-amine).